This data is from the Open Reaction Database (ORD), a public repository of structured organic reaction records. The task is: describe an organic reaction: reactants, conditions, products, and yield Reactants: C1(CCCCC1)=NO (cyclohexanone oxime), [OH-].[Na+] (NaOH), C(C)(C)C1=C(C(=CC=C1)C(C)C)N=C=NC1=C(C=CC=C1C(C)C)C(C)C (bis(2,6-diisopropylphenyl)carbodiimide). Solvent: C1CCOC1 (THF). Conditions: time 4 hour. Yields the product C(C)(C)C1=C(C(=CC=C1)C(C)C)NC(ON=C1CCCCC1)=NC1=C(C=CC=C1C(C)C)C(C)C (1,3-Bis(2,6-diisopropylphenyl)-O—(N-cyclohexylideneamino)-isourea). Isolated yield 82.0%. RXN SMILES: [C:1]1(=[N:7][OH:8])[CH2:6][CH2:5][CH2:4][CH2:3][CH2:2]1.[OH-].[Na+].[CH:11]([C:14]1[CH:19]=[CH:18][CH:17]=[C:16]([CH:20]([CH3:22])[CH3:21])[C:15]=1[N:23]=[C:24]=[N:25][C:26]1[C:31]([CH:32]([CH3:34])[CH3:33])=[CH:30][CH:29]=[CH:28][C:27]=1[CH:35]([CH3:37])[CH3:36])([CH3:13])[CH3:12]>C1COCC1>[CH:35]([C:27]1[CH:28]=[CH:29][CH:30]=[C:31]([CH:32]([CH3:34])[CH3:33])[C:26]=1[NH:25][C:24](=[N:23][C:15]1[C:14]([CH:11]([CH3:13])[CH3:12])=[CH:19][CH:18]=[CH:17][C:16]=1[CH:20]([CH3:22])[CH3:21])[O:8][N:7]=[C:1]1[CH2:6][CH2:5][CH2:4][CH2:3][CH2:2]1)([CH3:37])[CH3:36] |f:1.2|. Reported procedure: To a solution of cyclohexanone oxime (1.13 g, 0.01 mol) in dry THF (25 ml) is added finely powdered NaOH (0.04 g) and bis(2,6-diisopropylphenyl)carbodiimide (3.65 g, 0.01 mol). The mixture is then stirred 4 h at room temperature under argon. The turbid mixture is thereafter filtered and evaporated under reduced pressure. The solid residue is crystallized from dichloro-methane-hexane to afford 3.9 g of the title compound as a colorless solid, mp. 150-152° C. The reactants are ClC1=C(C=C(C=C1)C1=C(N=C(S1)N=C=O)C)S(=O)(=O)C (5-(4-chloro-3-methanesulfonyl-phenyl)-2-isocyanato-4-methyl-thiazole), ClC1=C(C=C(C=C1)C1=C(N=C(S1)N)C)S(=O)(=O)C (5-(4-Chloro-3-methanesulfonyl-phenyl)-4-methyl-thiazol-2-ylamine), C(C)(C)(C)[Si](OC1CNC1)(C1=CC=CC=C1)C1=CC=CC=C1 (3-(tert-Butyl-diphenyl-silanyloxy)-azetidine). The solvent is CN(C)C=O (DMF). Reaction conditions: temperature 120 celsius, time 30 minute. Product: ClC1=C(C=C(C=C1)C1=C(N=C(S1)NC(=O)N1CC(C1)O[Si](C1=CC=CC=C1)(C1=CC=CC=C1)C(C)(C)C)C)S(=O)(=O)C (3-(tert-Butyl-diphenyl-silanyloxy)-azetidine-1-carboxylic acid [5-(4-chloro-3-methanesulfonyl-phenyl)-4-methyl-thiazole-2-yl]amide). RXN SMILES: [Cl:1][C:2]1[CH:7]=[CH:6][C:5]([C:8]2[S:12][C:11]([N:13]=[C:14]=[O:15])=[N:10][C:9]=2[CH3:16])=[CH:4][C:3]=1[S:17]([CH3:20])(=[O:19])=[O:18].ClC1C=CC(C2SC(N)=NC=2C)=CC=1S(C)(=O)=O.[C:39]([Si:43]([C:55]1[CH:60]=[CH:59][CH:58]=[CH:57][CH:56]=1)([C:49]1[CH:54]=[CH:53][CH:52]=[CH:51][CH:50]=1)[O:44][CH:45]1[CH2:48][NH:47][CH2:46]1)([CH3:42])([CH3:41])[CH3:40]>CN(C=O)C>[Cl:1][C:2]1[CH:7]=[CH:6][C:5]([C:8]2[S:12][C:11]([NH:13][C:14]([N:47]3[CH2:46][CH:45]([O:44][Si:43]([C:39]([CH3:42])([CH3:41])[CH3:40])([C:55]4[CH:56]=[CH:57][CH:58]=[CH:59][CH:60]=4)[C:49]4[CH:54]=[CH:53][CH:52]=[CH:51][CH:50]=4)[CH2:48]3)=[O:15])=[N:10][C:9]=2[CH3:16])=[CH:4][C:3]=1[S:17]([CH3:20])(=[O:18])=[O:19]. Reported procedure: A stirred solution of 5-(4-chloro-3-methanesulfonyl-phenyl)-2-isocyanato-4-methyl-thiazole [prepared by the same procedure as example 88a replacing 5-(3-fluoro-4-methanesulfonyl-phenyl)-4-methyl-thiazol-2-ylamine (Example 72) in this example with 5-(4-chloro-3-methanesulfonyl-phenyl)-4-methyl-thiazol-2-ylamine (Example 83)] (0.2 g, 0.61 mmol) in DMF is treated with 3-(tert-butyl-diphenyl-silanyloxy)-azetidine (162b) (0.25 g, 0.8 mmol) and the reaction mixture is heated to 120° C. After 30 minute... Reactants: FC=1C=C(C=C2C(=C(C=NC12)C(=O)OCC)O)C (ethyl 8-fluoro-4-hydroxy-6-methylquinoline-3-carboxylate), ClC1=CC=C(CN)C=C1 (4-chlorobenzylamine). The solvent is C(C)OCC (diethyl ether). Run at temperature 180 celsius. Yields the product ClC1=CC=C(C=C1)CNC(=O)C=1C=NC2=C(C=C(C=C2C1O)C)F (N-[(4-Chlorophenyl)methyl]-8-fluoro-4-hydroxy-6-methyl-3-quinolinecarboxamide). As a reaction SMILES: [F:1][C:2]1[CH:3]=[C:4]([CH3:18])[CH:5]=[C:6]2[C:11]=1[N:10]=[CH:9][C:8]([C:12]([O:14]CC)=O)=[C:7]2[OH:17].[Cl:19][C:20]1[CH:27]=[CH:26][C:23]([CH2:24][NH2:25])=[CH:22][CH:21]=1>C(OCC)C>[Cl:19][C:20]1[CH:27]=[CH:26][C:23]([CH2:24][NH:25][C:12]([C:8]2[CH:9]=[N:10][C:11]3[C:6]([C:7]=2[OH:17])=[CH:5][C:4]([CH3:18])=[CH:3][C:2]=3[F:1])=[O:14])=[CH:22][CH:21]=1. Procedure: A mixture of 2-fluoro-4-methylaniline (5.0 g) and diethyl ethoxymethylene-malonate (8.64 g) is heated to 130° C. for 2 h with removal of ethanol by a Dean-Stark trap. The mixture is cooled to 75° C. and diphenyl ether (50 mL) is added. The solution is heated to 250° C. for 2 h with removal of ethanol by a Dean-Stark trap, then cooled to room temperature. The resulting solid is collected, washed with hexanes and dried to yield 5.564 g of ethyl 8-fluoro-4-hydroxy-6-methylquinoline-3-carboxylate. A...